From a dataset of the Open Reaction Database (ORD), a public repository of structured organic reaction records. describe an organic reaction: reactants, conditions, products, and yield Reported procedure: To a solution of 3-[4-methyl-3-oxo-7-trifluoromethyl-2-(2-trimethylsilanyl-ethoxymethyl)-2,3,4,10-tetrahydro-9-oxa-1,2,4a-triaza-phenanthren-6-ylmethyl]-azetidine-1-carboxylic acid tert-butyl ester (0.052 g, 0.08 mmol) in THF (1 mL) was added TBAF (1M in THF, 1 mL) and the solution was heated to 80° C. for 14 h. The reaction mixture was cooled to ambient temperature and the solvent was removed in vacuo. The residue was partioned between EtOAc (5 mL) and water (5 mL). The aqueous phase was extrac... The reactants are C(C)(C)(C)OC(=O)N1CC(C1)CC=1C=C2N3C(C(N(N=C3COC2=CC1C(F)(F)F)COCC[Si](C)(C)C)=O)C (3-[4-methyl-3-oxo-7-trifluoromethyl-2-(2-trimethylsilanyl-ethoxymethyl)-2,3,4,10-tetrahydro-9-oxa-1,2,4a-triaza-phenanthren-6-ylmethyl]-azetidine-1-carboxylic acid tert-butyl ester), CCCC[N+](CCCC)(CCCC)CCCC.[F-] (TBAF). RXN SMILES: [C:1]([O:5][C:6]([N:8]1[CH2:11][CH:10]([CH2:12][C:13]2[CH:14]=[C:15]3[C:24](=[CH:25][C:26]=2[C:27]([F:30])([F:29])[F:28])[O:23][CH2:22][C:21]2[N:16]3[CH:17]([CH3:40])[C:18](=[O:39])[N:19](COCC[Si](C)(C)C)[N:20]=2)[CH2:9]1)=[O:7])([CH3:4])([CH3:3])[CH3:2].CCCC[N+](CCCC)(CCCC)CCCC.[F-]>C1COCC1>[C:1]([O:5][C:6]([N:8]1[CH2:11][CH:10]([CH2:12][C:13]2[CH:14]=[C:15]3[C:24](=[CH:25][C:26]=2[C:27]([F:29])([F:28])[F:30])[O:23][CH2:22][C:21]2[N:16]3[CH:17]([CH3:40])[C:18](=[O:39])[NH:19][N:20]=2)[CH2:9]1)=[O:7])([CH3:4])([CH3:2])[CH3:3] |f:1.2|. Isolated yield 52.3%. The product is C(C)(C)(C)OC(=O)N1CC(C1)CC=1C=C2N3C(C(NN=C3COC2=CC1C(F)(F)F)=O)C (3-(4-methyl-3-oxo-7-trifluoromethyl-2,3,4,10-tetrahydro-9-oxa-1,2,4a-triaza-phenanthren-6-ylmethyl)-azetidine-1-carboxylic acid tert-butyl ester). Reaction conditions: temperature 80 celsius. Solvent: C1CCOC1 (THF). The reactants are ClCCC(=O)N1C2=C(CCC3=C1C=CC=C3)C=CC(=C2)Cl (3-chloro-1-(3-chloro-10,11-dihydro-5H-dibenz[b,f]azepin-5-yl)-1-propanone), O (Water), [OH-].[Na+] (sodium hydroxide), solution, [H-].[Al+3].[Li+].[H-].[H-].[H-] (lithiumaluminium hydride), O (water). The solvent is O1CCCC1 (tetrahydrofuran), O1CCCC1 (tetrahydrofuran). Conditions: time 15 minute. The product is ClC=1C=CC2=C(N(C3=C(CC2)C=CC=C3)CCCCl)C1 (3-chloro-5-(3-chloropropyl)-10,11-dihydro-5H-dibenz[b,f]azepine). The yield is 94.8%. RXN SMILES: [H-].[Al+3].[Li+].[H-].[H-].[H-].[Cl:7][CH2:8][CH2:9][C:10]([N:12]1[C:18]2[CH:19]=[CH:20][CH:21]=[CH:22][C:17]=2[CH2:16][CH2:15][C:14]2[CH:23]=[CH:24][C:25]([Cl:27])=[CH:26][C:13]1=2)=O.O.[OH-].[Na+]>O1CCCC1>[Cl:27][C:25]1[CH:24]=[CH:23][C:14]2[CH2:15][CH2:16][C:17]3[CH:22]=[CH:21][CH:20]=[CH:19][C:18]=3[N:12]([CH2:10][CH2:9][CH2:8][Cl:7])[C:13]=2[CH:26]=1 |f:0.1.2.3.4.5,8.9|. Procedure details: A 1.0 M solution of lithiumaluminium hydride in tetrahydrofuran (18.7 ml, 18.7 mmol) was introduced into a 250 ml dry, three-necked, roundbottom flask under a nitrogen atmosphere. The solution was cooled on an icebath. Concentrated sulphuric acid (0.5 ml) was added dropwise, with caution, over 10 minutes. More dry tetrahydrofuran (20 ml) was added to compensate for evaporated solvent and the mixture was stirred for 15 minutes. Additional tetrahydrofuran was added (20 ml) and the icebath was remo...